This data is from the Open Reaction Database (ORD), a public repository of structured organic reaction records. The task is: describe an organic reaction: reactants, conditions, products, and yield The reactants are BrC=1C=C2C(=CC1)OC=1C(=NC(=CC1[C@@]21N=C(C2=NC=CC=C21)N)Cl)F ((S)-7-bromo-3-chloro-1-fluorospiro[chromeno[2,3-c]pyridine-5,5′-pyrrolo[3,4-b]pyridin]-7′-amine), C(=O)(C(F)(F)F)O (TFA). Yields the product FC(C(=O)O)(F)F.ClC1=CC2=C(C(=N1)F)OC1=CC=C(C=C1[C@]21N=C(C2=NC=CC=C21)N)C=2C(=NC=CC2)F ((S)-3-Chloro-1-fluoro-7-(2-fluoropyridin-3-yl)spiro[chromeno[2,3-c]pyridine-5,5′-pyrrolo[3,4-b]pyridin]-7′-amine 2,2,2-trifluoroacetate). Reaction SMILES: Br[C:2]1[CH:3]=[C:4]2[C@@:15]3([C:23]4[C:18](=[N:19][CH:20]=[CH:21][CH:22]=4)[C:17]([NH2:24])=[N:16]3)[C:14]3[CH:13]=[C:12]([Cl:25])[N:11]=[C:10]([F:26])[C:9]=3[O:8][C:5]2=[CH:6][CH:7]=1.[C:27]([OH:33])([C:29]([F:32])([F:31])[F:30])=[O:28]>>[F:30][C:29]([F:32])([F:31])[C:27]([OH:33])=[O:28].[Cl:25][C:12]1[N:11]=[C:10]([F:26])[C:9]2[O:8][C:5]3[C:4]([C@@:15]4([C:23]5[C:18](=[N:19][CH:20]=[CH:21][CH:22]=5)[C:17]([NH2:24])=[N:16]4)[C:14]=2[CH:13]=1)=[CH:3][C:2]([C:27]1[C:29]([F:32])=[N:11][CH:10]=[CH:9][CH:14]=1)=[CH:7][CH:6]=3 |f:2.3|. Reported procedure: The titled compound was synthesized by procedures and steps analogous to those described in Example 5 above, but using (S)-7-bromo-3-chloro-1-fluorospiro[chromeno[2,3-c]pyridine-5,5′-pyrrolo[3,4-b]pyridin]-7′-amine (17c-2) in step 3. MS m/z=448.0 [M+H]+. Calculated for C23H12ClF2N5OC2HF3O2: 561.85 (TFA salt). The reactants are CC(C)(C)Oc1nccnc1C=O, CC(=O)O[BH-](OC(C)=O)OC(C)=O, Cc1ccccc1CC(=O)C1CCNCC1, ClCCl, Cl, [Na+], [Na+], [OH-]. The product is Cc1ccccc1CC(=O)C1CCN(Cc2nccnc2OC(C)(C)C)CC1. RXN SMILES: [C:18]([CH3:19])([CH3:20])([CH3:21])[O:22][c:23]1[c:24]([CH:29]=[O:30])[n:25][cH:26][cH:27][n:28]1.[C:31]([O:32][BH-:33]([O:34][C:35](=[O:36])[CH3:37])[O:38][C:39](=[O:40])[CH3:41])(=[O:42])[CH3:43].[CH3:2][c:3]1[c:4]([CH2:9][C:10](=[O:11])[CH:12]2[CH2:13][CH2:14][NH:15][CH2:16][CH2:17]2)[cH:5][cH:6][cH:7][cH:8]1.[Cl:47][CH2:48][Cl:49].[ClH:1].[Na+:44].[Na+:46].[OH-:45]>>[CH3:2][c:3]1[c:4]([CH2:9][C:10](=[O:11])[CH:12]2[CH2:13][CH2:14][N:15]([CH2:29][c:24]3[c:23]([O:22][C:18]([CH3:19])([CH3:20])[CH3:21])[n:28][cH:27][cH:26][n:25]3)[CH2:16][CH2:17]2)[cH:5][cH:6][cH:7][cH:8]1. The reactants are O.O=C[C@H](O)[C@@H](O)[C@H](O)[C@H](O)CO (dextrose monohydrate), O.O=C[C@H](O)[C@@H](O)[C@H](O)[C@H](O)CO (dextrose monohydrate), [SiH4] (silane), C(CC(O)(C(=O)O)CC(=O)O)(=O)O (citric acid), N (ammonia), C(CC(O)(C(=O)[O-])CC(=O)[O-])(=O)[O-].[NH4+].[NH4+].[NH4+] (ammonium citrate). Solvent: O (water). Run at time 30 minute. The product is C(CC(O)(C(=O)[O-])CC(=O)[O-])(=O)[O-].[NH4+].[NH4+].[NH4+].O=C[C@H](O)[C@@H](O)[C@H](O)[C@H](O)CO (Triammonium citrate Dextrose). Yield: 8.0%. RXN SMILES: O.[O:2]=[CH:3][C@@H:4]([C@H:6]([C@@H:8]([C@@H:10]([CH2:12][OH:13])[OH:11])[OH:9])[OH:7])[OH:5].[C:14]([OH:26])(=[O:25])[CH2:15][C:16]([CH2:21][C:22]([OH:24])=[O:23])([C:18]([OH:20])=[O:19])[OH:17].[NH3:27].[SiH4].C([O-])(=O)CC(CC([O-])=O)(C([O-])=O)O.[NH4+].[NH4+].[NH4+]>O>[C:14]([O-:26])(=[O:25])[CH2:15][C:16]([CH2:21][C:22]([O-:24])=[O:23])([C:18]([O-:20])=[O:19])[OH:17].[NH4+:27].[NH4+:27].[NH4+:27].[O:2]=[CH:3][C@@H:4]([C@H:6]([C@@H:8]([C@@H:10]([CH2:12][OH:13])[OH:11])[OH:9])[OH:7])[OH:5] |f:0.1,5.6.7.8,10.11.12.13.14|. Reported procedure: Powdered dextrose monohydrate (1200 lbs) and powdered anhydrous citric acid (200 lbs) were combined in a 2000-gallon mixing tank that contained 1104 gallons of soft water. To this mixture were added 42.3 gallons of 19% aqueous ammonia under agitation, and agitation was continued for approximately 30 minutes to achieve complete dissolution of solids. To the resulting solution were added 6 lbs of SILQUEST A-1101 silane to produce a pH ˜solution (using pH paper), which solution contained approximat... Starting materials: COC=1C=C2CCC(CC2=CC1OC)=O (6,7-dimethoxy-1,2,3,4-tetrahydronaphthalen-2-one), C(C1=CC=CC=C1)N (benzylamine). Yields the product C(C1=CC=CC=C1)NC1CC2=CC(=C(C=C2CC1)OC)OC (2-Benzylamino-6,7-dimethoxy-1,2,3,4-tetrahydronaphthalene). Reaction SMILES: [CH3:1][O:2][C:3]1[CH:4]=[C:5]2[C:10](=[CH:11][C:12]=1[O:13][CH3:14])[CH2:9][C:8](=O)[CH2:7][CH2:6]2.[CH2:16]([NH2:23])[C:17]1[CH:22]=[CH:21][CH:20]=[CH:19][CH:18]=1>>[CH2:16]([NH:23][CH:8]1[CH2:7][CH2:6][C:5]2[C:10](=[CH:11][C:12]([O:13][CH3:14])=[C:3]([O:2][CH3:1])[CH:4]=2)[CH2:9]1)[C:17]1[CH:22]=[CH:21][CH:20]=[CH:19][CH:18]=1. Procedure: The title compound is prepared analogously to Example L by reacting 6,7-dimethoxy-1,2,3,4-tetrahydronaphthalen-2-one with benzylamine. Mp: 237°-238° C. Yields the product CN(C(=O)N1CCN(S(=O)(=O)c2ccc3cc(Cl)ccc3c2)CC1)c1cc2c(s1)CCN(C(=O)OC(C)(C)C)C2. Reaction SMILES: [C:1]([CH3:2])([CH3:3])([CH3:4])[O:5][C:6](=[O:7])[N:8]1[CH2:9][c:10]2[c:11]([s:14][c:15]([NH:17][C:18](=[O:19])[N:20]3[CH2:21][CH2:22][N:23]([S:26](=[O:27])(=[O:28])[c:29]4[cH:30][c:31]5[cH:32][cH:33][c:34]([Cl:39])[cH:35][c:36]5[cH:37][cH:38]4)[CH2:24][CH2:25]3)[cH:16]2)[CH2:12][CH2:13]1.[CH3:42][I:43].[CH3:44][CH2:45][O:46][C:47](=[O:48])[CH3:49].[CH3:50][N:51]([CH3:52])[CH:53]=[O:54].[H-:40].[Na+:41]>>[C:1]([CH3:2])([CH3:3])([CH3:4])[O:5][C:6](=[O:7])[N:8]1[CH2:9][c:10]2[c:11]([s:14][c:15]([N:17]([C:18](=[O:19])[N:20]3[CH2:21][CH2:22][N:23]([S:26](=[O:27])(=[O:28])[c:29]4[cH:30][c:31]5[cH:32][cH:33][c:34]([Cl:39])[cH:35][c:36]5[cH:37][cH:38]4)[CH2:24][CH2:25]3)[CH3:44])[cH:16]2)[CH2:12][CH2:13]1. Reactants: CC(C)(C)OC(=O)N1CCc2sc(NC(=O)N3CCN(S(=O)(=O)c4ccc5cc(Cl)ccc5c4)CC3)cc2C1, CI, CCOC(C)=O, CN(C)C=O, [H-], [Na+]. Reactants: ClC1=C2C3=C(C(NC2=NC=C1)=O)C=CC=C3 (1-Chloro-5H-benzo[c][1,8]naphthyridin-6-one), C(#C)C1=CC=C(C=C1)F (1-ethynyl-4-fluorobenzene). Product: FC1=CC=C(C=C1)C#CC1=C2C3=C(C(NC2=NC=C1)=O)C=CC=C3 (1-[(4-fluorophenyl)ethynyl]benzo[c]-1,8-naphthyridin-6(5H)-one). Isolated yield 54.8%. RXN SMILES: Cl[C:2]1[CH:11]=[CH:10][N:9]=[C:8]2[C:3]=1[C:4]1[CH:16]=[CH:15][CH:14]=[CH:13][C:5]=1[C:6](=[O:12])[NH:7]2.[C:17]([C:19]1[CH:24]=[CH:23][C:22]([F:25])=[CH:21][CH:20]=1)#[CH:18]>>[F:25][C:22]1[CH:23]=[CH:24][C:19]([C:17]#[C:18][C:2]2[CH:11]=[CH:10][N:9]=[C:8]3[C:3]=2[C:4]2[CH:16]=[CH:15][CH:14]=[CH:13][C:5]=2[C:6](=[O:12])[NH:7]3)=[CH:20][CH:21]=1. Procedure details: The title compound was synthesized according to the procedure described for the preparation of Example 160 using 83 (100 mg, 0.43 mmol) and 1-ethynyl-4-fluorobenzene (0.07 mL, 0.65 mmol) to provide 250 (74 mg, 54% yield) as a tan solid. LC-MS (M+H=315 obsd.=315). Starting materials: CC(C)(C)[Si](C)(C)Cl, CCOCC, CN(C)C=O, O=C(CCCO)c1ccccc1, c1c[nH]cn1. The product is CC(C)(C)[Si](C)(C)OCCCC(=O)c1ccccc1. RXN SMILES: [C:13]([CH3:14])([CH3:15])([CH3:16])[Si:17]([CH3:18])([CH3:19])[Cl:20].[CH3:31][CH2:32][O:33][CH2:34][CH3:35].[O:26]=[CH:27][N:28]([CH3:29])[CH3:30].[OH:1][CH2:2][CH2:3][CH2:4][C:5](=[O:6])[c:7]1[cH:8][cH:9][cH:10][cH:11][cH:12]1.[nH:21]1[cH:22][cH:23][n:24][cH:25]1>>[O:1]([CH2:2][CH2:3][CH2:4][C:5](=[O:6])[c:7]1[cH:8][cH:9][cH:10][cH:11][cH:12]1)[Si:17]([C:13]([CH3:14])([CH3:15])[CH3:16])([CH3:18])[CH3:19]. Reactants: CNC(CC#N)=O (N-methylcyanoacetamide), ClC1=NC(=C(C(=O)F)C=C1)NCC1=NC=CC=C1 (6-chloro-2-[(pyridin-2-ylmethyl)amino]nicotinoyl fluoride), [H-].[Na+] (sodium hydride), [H-].[Na+] (sodium hydride), C(C)(=O)O (acetic acid). Solvent: CN(C=O)C (dimethylformamide), CN(C=O)C (dimethylformamide). Run at time 1 hour. Product: NC=1N(C2=NC(=CC=C2C(C1C(=O)NC)=O)Cl)CC1=NC=CC=C1 (2-Amino-7-chloro-N-methyl-4-oxo-1-(pyridin-2-ylmethyl)-1,4-dihydro-1,8-naphthyridine-3-carboxamide). Yield: 234.8%. Reaction SMILES: [H-].[Na+].[CH3:3][NH:4][C:5](=[O:9])[CH2:6][C:7]#[N:8].[Cl:10][C:11]1[CH:19]=[CH:18][C:14]([C:15](F)=[O:16])=[C:13]([NH:20][CH2:21][C:22]2[CH:27]=[CH:26][CH:25]=[CH:24][N:23]=2)[N:12]=1.C(O)(=O)C>CN(C)C=O>[NH2:8][C:7]1[N:20]([CH2:21][C:22]2[CH:27]=[CH:26][CH:25]=[CH:24][N:23]=2)[C:13]2[C:14]([C:15](=[O:16])[C:6]=1[C:5]([NH:4][CH3:3])=[O:9])=[CH:18][CH:19]=[C:11]([Cl:10])[N:12]=2 |f:0.1|. Procedure details: 1.12 g (28.06 mmol) of sodium hydride at 60% in mineral oil are added, fractionwise, to a solution, cooled to 0-5° C., of 1.31 g (13.36 mmol) of N-methylcyanoacetamide (prepared according to 1.3) in 20 ml of anhydrous dimethylformamide. Stirring is continued at this temperature for ten minutes and then a solution of 3.55 g (4.93 mmol) of 6-chloro-2-[(pyridin-2-ylmethyl)amino]nicotinoyl fluoride in 20 ml of dimethylformamide is added. The medium is stirred overnight at ambient temperature and the...